This data is from the Open Reaction Database (ORD), a public repository of structured organic reaction records. The task is: describe an organic reaction: reactants, conditions, products, and yield Product: CC(C)(Oc1ccc(C#N)nc1)C(F)(F)F. As a reaction SMILES: [CH3:26][N:27]([CH3:28])[P:29]([N:30]([CH3:31])[CH3:32])([N:33]([CH3:34])[CH3:35])=[O:36].[F:11][c:12]1[cH:13][cH:14][c:15]([C:18]#[N:19])[n:16][cH:17]1.[F:1][C:2]([C:3]([CH3:4])([CH3:5])[OH:6])([F:7])[F:8].[H-:9].[Na+:10].[Na+:20].[Na+:21].[O-:22][C:23](=[O:24])[O-:25]>>[F:1][C:2]([C:3]([CH3:4])([CH3:5])[O:6][c:12]1[cH:13][cH:14][c:15]([C:18]#[N:19])[n:16][cH:17]1)([F:7])[F:8]. The reactants are CN(C)P(=O)(N(C)C)N(C)C, N#Cc1ccc(F)cn1, CC(C)(O)C(F)(F)F, [H-], [Na+], [Na+], [Na+], O=C([O-])[O-].